This data is from the Open Reaction Database (ORD), a public repository of structured organic reaction records. The task is: describe an organic reaction: reactants, conditions, products, and yield Reactants: C(C)OC(=O)C=1C=C(C=CC1)C1=C(C=CC=C1)CN1C(=C(C2=CC(=CC=C12)C(=O)O)C)C (1-((3′-(ethoxycarbonyl)-[1,1′-biphenyl]-2-yl)methyl)-2,3-dimethyl-1H-indole-5-carboxylic acid), C1(=CC=CC=C1)C(CC)N (1-phenylpropan-1-amine). Yields the product CC=1N(C2=CC=C(C=C2C1C)C(NC(CC)C1=CC=CC=C1)=O)CC1=C(C=CC=C1)C1=CC(=CC=C1)C(=O)OCC (Ethyl 2′-((2,3-dimethyl-5-((1-phenylpropyl)carbamoyl)-1H-indol-1-yl)methyl)-[1,1′-biphenyl]-3-carboxylate). RXN SMILES: [CH2:1]([O:3][C:4]([C:6]1[CH:7]=[C:8]([C:12]2[CH:17]=[CH:16][CH:15]=[CH:14][C:13]=2[CH2:18][N:19]2[C:27]3[C:22](=[CH:23][C:24]([C:28](O)=[O:29])=[CH:25][CH:26]=3)[C:21]([CH3:31])=[C:20]2[CH3:32])[CH:9]=[CH:10][CH:11]=1)=[O:5])[CH3:2].[C:33]1([CH:39]([NH2:42])[CH2:40][CH3:41])[CH:38]=[CH:37][CH:36]=[CH:35][CH:34]=1>>[CH3:32][C:20]1[N:19]([CH2:18][C:13]2[CH:14]=[CH:15][CH:16]=[CH:17][C:12]=2[C:8]2[CH:9]=[CH:10][CH:11]=[C:6]([C:4]([O:3][CH2:1][CH3:2])=[O:5])[CH:7]=2)[C:27]2[C:22]([C:21]=1[CH3:31])=[CH:23][C:24]([C:28](=[O:29])[NH:42][CH:39]([C:33]1[CH:38]=[CH:37][CH:36]=[CH:35][CH:34]=1)[CH2:40][CH3:41])=[CH:25][CH:26]=2. Reported procedure: The title compound was prepared following the same protocol as described in Step 8, Example 1, using the 1-((3′-(ethoxycarbonyl)-[1,1′-biphenyl]-2-yl)methyl)-2,3-dimethyl-1H-indole-5-carboxylic acid instead of the 1-((2′-(tert-Butoxycarbonyl)biphenyl-4-yl)methyl)-2,3-dimethyl-1H-indole-5-carboxylic acid and the 1-phenylpropan-1-amine instead of the (S)-1-(4-bromophenyl)ethanamine. Reactants: C1CCOC1, COc1cc2c(c(OC)c1OC)C(=O)N1CCCC1CN2C(=O)OCC(Cl)(Cl)Cl, CCOC(C)=O. Yields the product COc1cc2c(c(OC)c1OC)C(=O)N1CCCC1CN2. As a reaction SMILES: [CH2:30]1[O:31][CH2:32][CH2:33][CH2:34]1.[CH3:1][O:2][c:3]1[c:4]([O:28][CH3:29])[c:5]([O:26][CH3:27])[cH:6][c:7]2[c:8]1[C:9](=[O:25])[N:10]1[CH:11]([CH2:12][N:13]2[C:14]([O:15][CH2:16][C:17]([Cl:18])([Cl:19])[Cl:20])=[O:21])[CH2:22][CH2:23][CH2:24]1.[CH3:35][CH2:36][O:37][C:38]([CH3:39])=[O:40]>>[CH3:1][O:2][c:3]1[c:4]([O:28][CH3:29])[c:5]([O:26][CH3:27])[cH:6][c:7]2[c:8]1[C:9](=[O:25])[N:10]1[CH:11]([CH2:12][NH:13]2)[CH2:22][CH2:23][CH2:24]1. The reactants are CC(C)(C)OC(=O)N1CCN(CC=CC(=O)N2CCc3c(sc4ncnc(Nc5ccc(F)c(Cl)c5)c34)C2)CC1, ClCCl, O=C(O)C(F)(F)F. Yields the product O=C(C=CCN1CCNCC1)N1CCc2c(sc3ncnc(Nc4ccc(F)c(Cl)c4)c23)C1. Reaction SMILES: [Cl:1][c:2]1[cH:3][c:4]([NH:9][c:10]2[c:11]3[c:12]([n:13][cH:14][n:15]2)[s:16][c:17]2[c:18]3[CH2:19][CH2:20][N:21]([C:23]([CH:24]=[CH:25][CH2:26][N:27]3[CH2:28][CH2:29][N:30]([C:33]([O:34][C:35]([CH3:36])([CH3:37])[CH3:38])=[O:39])[CH2:31][CH2:32]3)=[O:40])[CH2:22]2)[cH:5][cH:6][c:7]1[F:8].[Cl:48][CH2:49][Cl:50].[F:41][C:42]([F:43])([F:44])[C:45]([OH:46])=[O:47]>>[Cl:1][c:2]1[cH:3][c:4]([NH:9][c:10]2[c:11]3[c:12]([n:13][cH:14][n:15]2)[s:16][c:17]2[c:18]3[CH2:19][CH2:20][N:21]([C:23]([CH:24]=[CH:25][CH2:26][N:27]3[CH2:28][CH2:29][NH:30][CH2:31][CH2:32]3)=[O:40])[CH2:22]2)[cH:5][cH:6][c:7]1[F:8]. Reactants: CN([SiH](C)C)[Si](C)(C)C, Cc1ccccc1, N, O=C1NCCO1, O=C1NS(=O)(=O)c2ccccc21. The product is C[Si](C)(C)N1CCOC1=O. As a reaction SMILES: [CH3:19][SiH:20]([CH3:21])[N:26]([Si:22]([CH3:23])([CH3:24])[CH3:25])[CH3:27].[CH3:29][c:30]1[cH:31][cH:32][cH:33][cH:34][cH:35]1.[NH3:28].[O:13]1[C:14](=[O:18])[NH:15][CH2:16][CH2:17]1.[O:1]=[C:2]1[c:3]2[c:4]([cH:5][cH:6][cH:7][cH:8]2)[S:9](=[O:10])(=[O:11])[NH:12]1>>[O:13]1[C:14](=[O:18])[N:15]([Si:22]([CH3:23])([CH3:24])[CH3:25])[CH2:16][CH2:17]1. The reactants are COC(C1=C(C=CC=C1)C1=CC2=CC=CC(=C2C=C1)N1C(=NC=2C1=NC=CC2)CCCC)=O (2-[5-(2-butyl-imidazo[4,5-b]pyridin-3-yl)-naphthalen-2-yl]-benzoic acid methyl ester), [OH-].[Na+] (NaOH). The solvent is CCO (EtOH). Conditions: temperature 50 celsius. The product is C(CCC)C1=NC=2C(=NC=CC2)N1C1=C2C=CC(=CC2=CC=C1)C1=C(C(=O)O)C=CC=C1 (2-[5-(2-Butyl-imidazo[4,5-b]pyridin-3-yl)-naphthalen-2-yl]-benzoic acid). Reaction SMILES: C[O:2][C:3](=[O:33])[C:4]1[CH:9]=[CH:8][CH:7]=[CH:6][C:5]=1[C:10]1[CH:19]=[CH:18][C:17]2[C:12](=[CH:13][CH:14]=[CH:15][C:16]=2[N:20]2[C:24]3=[N:25][CH:26]=[CH:27][CH:28]=[C:23]3[N:22]=[C:21]2[CH2:29][CH2:30][CH2:31][CH3:32])[CH:11]=1.[OH-].[Na+]>CCO>[CH2:29]([C:21]1[N:20]([C:16]2[CH:15]=[CH:14][CH:13]=[C:12]3[C:17]=2[CH:18]=[CH:19][C:10]([C:5]2[CH:6]=[CH:7][CH:8]=[CH:9][C:4]=2[C:3]([OH:33])=[O:2])=[CH:11]3)[C:24]2=[N:25][CH:26]=[CH:27][CH:28]=[C:23]2[N:22]=1)[CH2:30][CH2:31][CH3:32] |f:1.2|. Procedure details: To a solution of 2-[5-(2-butyl-imidazo[4,5-b]pyridin-3-yl)-naphthalen-2-yl]-benzoic acid methyl ester (40 mg) in EtOH (1.0 mL) at room temperature was added 2N NaOH (0.5 mL). The reaction mixture was heated at 50° C. for 17 hours. The cooled solution was concentrated in vacuo. The residue was diluted with saturated aqueous NaCl (10 mL) and neutralized with concentrated HOAc. The aqueous solution was extracted with CHCl3 (3×30 mL). The combined extracts were dried MgSO4) and concentrated in vacuo... Starting materials: Cc1ccc(C(=O)CBr)cc1, CCO, Sc1nc2ccccc2s1. Product: Br, Cc1ccc(C(=O)CSc2nc3ccccc3s2)cc1. As a reaction SMILES: [Br:11][CH2:12][C:13](=[O:14])[c:15]1[cH:16][cH:17][c:18]([CH3:21])[cH:19][cH:20]1.[CH3:22][CH2:23][OH:24].[SH:1][c:2]1[s:3][c:4]2[c:5]([n:6]1)[cH:7][cH:8][cH:9][cH:10]2>>[BrH:11].[S:1]([c:2]1[s:3][c:4]2[c:5]([n:6]1)[cH:7][cH:8][cH:9][cH:10]2)[CH2:12][C:13](=[O:14])[c:15]1[cH:16][cH:17][c:18]([CH3:21])[cH:19][cH:20]1. Reactants: C(C1=CC=CC=C1)(=O)OOC(C1=CC=CC=C1)=O (benzoyl peroxide), BrN1C(CCC1=O)=O (N-Bromosuccinimide), CC1=CC=C(C(=O)OC(C)(C)C)C=C1 (1,1-dimethylethyl 4-methylbenzoate), BrN1C(CCC1=O)=O (NBS), acid chloride, C(C)(C)(C)O (t-butanol), C(C1=CC=CC=C1)(=O)OOC(C1=CC=CC=C1)=O (benzoyl peroxide). Run in C(Cl)(Cl)(Cl)Cl (carbon tetrachloride). Yields the product BrCC1=CC=C(C(=O)OC(C)(C)C)C=C1 (1,1-dimethylethyl 4-bromomethylbenzoate). Yield: 40.0%. RXN SMILES: [Br:1]N1C(=O)CCC1=O.[CH3:9][C:10]1[CH:22]=[CH:21][C:13]([C:14]([O:16][C:17]([CH3:20])([CH3:19])[CH3:18])=[O:15])=[CH:12][CH:11]=1.C(O)(C)(C)C.C(OOC(=O)C1C=CC=CC=1)(=O)C1C=CC=CC=1>C(Cl)(Cl)(Cl)Cl>[Br:1][CH2:9][C:10]1[CH:22]=[CH:21][C:13]([C:14]([O:16][C:17]([CH3:19])([CH3:18])[CH3:20])=[O:15])=[CH:12][CH:11]=1. Reported procedure: N-Bromosuccinimide (NBS) (35.8 g, 0.20 mol) was added in several portions to a solution of 1,1-dimethylethyl 4-methylbenzoate (prepared by the reaction of the respective acid chloride with t-butanol.) (38.0 g, 0.20 mol) and benzoyl peroxide (0.36 g. 1.5 mmol) in carbon tetrachloride (1200 mL) at vigorous reflux. Another portion of benzoyl peroxide (0.36 g. 1.5 mmol) was added just before the final addition of NBS. After the foaming subsided, the reaction mixture was cooled to room temperature, w...